From a dataset of the Open Reaction Database (ORD), a public repository of structured organic reaction records. describe an organic reaction: reactants, conditions, products, and yield The reactants are Nc1ccc(C#CCCCCO)cc1, COc1cccc(Nc2c(C(N)=O)cnc3c(C)cc(S(=O)(=O)c4cccc(C(=O)NCCCCCCCCO)c4)cc23)c1. Product: COc1cccc(Nc2c(C(N)=O)cnc3c(C)cc(S(=O)(=O)c4cccc(C(=O)Nc5ccc(C#CCCCCO)cc5)c4)cc23)c1. Reaction SMILES: [NH2:45][c:46]1[cH:47][cH:48][c:49]([C:52]#[C:53][CH2:54][CH2:55][CH2:56][CH2:57][OH:58])[cH:50][cH:51]1.[OH:1][CH2:2][CH2:3][CH2:4][CH2:5][CH2:6][CH2:7][CH2:8][CH2:9][NH:10][C:11](=[O:12])[c:13]1[cH:14][c:15]([S:19](=[O:20])(=[O:21])[c:22]2[cH:23][c:24]3[c:25]([NH:36][c:37]4[cH:38][c:39]([O:43][CH3:44])[cH:40][cH:41][cH:42]4)[c:26]([C:33](=[O:34])[NH2:35])[cH:27][n:28][c:29]3[c:30]([CH3:32])[cH:31]2)[cH:16][cH:17][cH:18]1>>[C:11](=[O:12])([c:13]1[cH:14][c:15]([S:19](=[O:20])(=[O:21])[c:22]2[cH:23][c:24]3[c:25]([NH:36][c:37]4[cH:38][c:39]([O:43][CH3:44])[cH:40][cH:41][cH:42]4)[c:26]([C:33](=[O:34])[NH2:35])[cH:27][n:28][c:29]3[c:30]([CH3:32])[cH:31]2)[cH:16][cH:17][cH:18]1)[NH:45][c:46]1[cH:47][cH:48][c:49]([C:52]#[C:53][CH2:54][CH2:55][CH2:56][CH2:57][OH:58])[cH:50][cH:51]1. Starting materials: CC(=O)OCCN1C(=O)C2(CCNCC2)c2cc(CC3CCCCCCC3)ccc21, C[O-], CO, [Na+]. Yields the product O=C1N(CCO)c2ccc(CC3CCCCCCC3)cc2C12CCNCC2. Reaction SMILES: [CH3:1][C:2](=[O:3])[O:4][CH2:5][CH2:6][N:7]1[C:8](=[O:30])[C:9]2([c:10]3[cH:11][c:12]([CH2:16][CH:17]4[CH2:18][CH2:19][CH2:20][CH2:21][CH2:22][CH2:23][CH2:24]4)[cH:13][cH:14][c:15]31)[CH2:25][CH2:26][NH:27][CH2:28][CH2:29]2.[CH3:31][O-:32].[CH3:34][OH:35].[Na+:33]>>[OH:4][CH2:5][CH2:6][N:7]1[C:8](=[O:30])[C:9]2([c:10]3[cH:11][c:12]([CH2:16][CH:17]4[CH2:18][CH2:19][CH2:20][CH2:21][CH2:22][CH2:23][CH2:24]4)[cH:13][cH:14][c:15]31)[CH2:25][CH2:26][NH:27][CH2:28][CH2:29]2. Starting materials: NC12OCCON1C(Nc1ccc3oc(CO)cc3c1)=NC=C2F, CC(C)C[Al+]CC(C)C, COC(=O)c1cc2cc(Nc3ncc(F)c(Nc4cccc(O)c4)n3)ccc2[nH]1, [H-]. Yields the product OCc1cc2cc(Nc3ncc(F)c(Nc4cccc(O)c4)n3)ccc2[nH]1. As a reaction SMILES: [CH2:1]1[CH2:2][O:3][C:4]2([NH2:5])[N:6]([C:7]([NH:8][c:9]3[cH:10][cH:11][c:12]4[o:13][c:14]([CH2:15][OH:16])[cH:17][c:18]4[cH:19]3)=[N:20][CH:21]=[C:22]2[F:23])[O:24]1.[CH2:55]([Al+:56][CH2:57][CH:58]([CH3:59])[CH3:60])[CH:61]([CH3:62])[CH3:63].[F:25][c:26]1[c:27]([NH:46][c:47]2[cH:48][c:49]([OH:53])[cH:50][cH:51][cH:52]2)[n:28][c:29]([NH:32][c:33]2[cH:34][c:35]3[cH:36][c:37]([C:42](=[O:43])[O:44][CH3:45])[nH:38][c:39]3[cH:40][cH:41]2)[n:30][cH:31]1.[H-:54]>>[F:25][c:26]1[c:27]([NH:46][c:47]2[cH:48][c:49]([OH:53])[cH:50][cH:51][cH:52]2)[n:28][c:29]([NH:32][c:33]2[cH:34][c:35]3[cH:36][c:37]([CH2:42][OH:43])[nH:38][c:39]3[cH:40][cH:41]2)[n:30][cH:31]1. The reactants are COC(=Cc1ccc(OCCc2nc(-c3ccccc3)oc2C)c2ccsc12)C(=O)O, CO, [H][H], C1CCOC1, CC(N)c1ccccc1. The product is COC(Cc1ccc(OCCc2nc(-c3ccccc3)oc2C)c2ccsc12)C(=O)O. RXN SMILES: [CH3:1][O:2][C:3]([C:4](=[O:5])[OH:6])=[CH:7][c:8]1[cH:9][cH:10][c:11]([O:17][CH2:18][CH2:19][c:20]2[n:21][c:22](-[c:26]3[cH:27][cH:28][cH:29][cH:30][cH:31]3)[o:23][c:24]2[CH3:25])[c:12]2[c:13]1[s:14][cH:15][cH:16]2.[CH3:48][OH:49].[H:41][H:42].[O:43]1[CH2:44][CH2:45][CH2:46][CH2:47]1.[c:32]1([CH:33]([NH2:34])[CH3:35])[cH:36][cH:37][cH:38][cH:39][cH:40]1>>[CH3:1][O:2][CH:3]([C:4](=[O:5])[OH:6])[CH2:7][c:8]1[cH:9][cH:10][c:11]([O:17][CH2:18][CH2:19][c:20]2[n:21][c:22](-[c:26]3[cH:27][cH:28][cH:29][cH:30][cH:31]3)[o:23][c:24]2[CH3:25])[c:12]2[c:13]1[s:14][cH:15][cH:16]2. Reactants: CCOC(=O)C(Br)CCCCCCCOC1CCCCO1, CCO, [Na+], [Na+], O=C([O-])[O-], CCCCCCC(C)(O)CCN. Product: CCCCCCC(C)(O)CCNC(CCCCCCCOC1CCCCO1)C(=O)OCC. Reaction SMILES: [Br:1][CH:2]([C:3](=[O:4])[O:5][CH2:6][CH3:7])[CH2:8][CH2:9][CH2:10][CH2:11][CH2:12][CH2:13][CH2:14][O:15][CH:16]1[O:17][CH2:18][CH2:19][CH2:20][CH2:21]1.[CH3:40][CH2:41][OH:42].[Na+:34].[Na+:35].[O-:36][C:37](=[O:38])[O-:39].[OH:22][C:23]([CH2:24][CH2:25][NH2:26])([CH2:27][CH2:28][CH2:29][CH2:30][CH2:31][CH3:32])[CH3:33]>>[CH:2]([C:3](=[O:4])[O:5][CH2:6][CH3:7])([CH2:8][CH2:9][CH2:10][CH2:11][CH2:12][CH2:13][CH2:14][O:15][CH:16]1[O:17][CH2:18][CH2:19][CH2:20][CH2:21]1)[NH:26][CH2:25][CH2:24][C:23]([OH:22])([CH2:27][CH2:28][CH2:29][CH2:30][CH2:31][CH3:32])[CH3:33]. Starting materials: [C@H](C)(CC)O ((S)-sec-butanol), OC=1C=C(C(=O)OC)C=C(C1)N1C(CCC1)=O (methyl 3-hydroxy-5-(2-oxopyrrolidin-1-yl)-benzoate). The product is [C@H](C)(CC)OC=1C=C(C(=O)OC)C=C(C1)N1C(CCC1)=O (Methyl 3-((S)-sec-butyloxy)-5-(2-oxopyrrolidin-1-yl)benzoate). RXN SMILES: [C@@H:1]([OH:5])([CH2:3][CH3:4])[CH3:2].O[C:7]1[CH:8]=[C:9]([CH:14]=[C:15]([N:17]2[CH2:21][CH2:20][CH2:19][C:18]2=[O:22])[CH:16]=1)[C:10]([O:12][CH3:13])=[O:11]>>[C@@H:1]([O:5][C:7]1[CH:8]=[C:9]([CH:14]=[C:15]([N:17]2[CH2:21][CH2:20][CH2:19][C:18]2=[O:22])[CH:16]=1)[C:10]([O:12][CH3:13])=[O:11])([CH2:3][CH3:4])[CH3:2]. Reported procedure: Prepared in an analogous manner to D14 (first part of synthesis) from (S)-sec-butanol and methyl 3-hydroxy-5-(2-oxopyrrolidin-1-yl)-benzoate (D41). Reaction SMILES: [F:1][C:2]1[CH:3]=[C:4]([C@H:8]2[CH2:12][C@H:11]([OH:13])[CH2:10][N:9]2[C:14]2[CH:19]=[CH:18][N:17]3[N:20]=[CH:21][C:22]([C:23]([OH:25])=O)=[C:16]3[N:15]=2)[CH:5]=[CH:6][CH:7]=1.[CH3:26][NH2:27]>>[F:1][C:2]1[CH:3]=[C:4]([C@H:8]2[CH2:12][C@H:11]([OH:13])[CH2:10][N:9]2[C:14]2[CH:19]=[CH:18][N:17]3[N:20]=[CH:21][C:22]([C:23]([NH:27][CH3:26])=[O:25])=[C:16]3[N:15]=2)[CH:5]=[CH:6][CH:7]=1. The yield is 29.0%. Product: FC=1C=C(C=CC1)[C@@H]1N(C[C@H](C1)O)C1=NC=2N(C=C1)N=CC2C(=O)NC (5-((2R,4S)-2-(3-fluorophenyl)-4-hydroxypyrrolidin-1-yl)-N-methylpyrazolo[1,5-a]pyrimidine-3-carboxamide), solid. Procedure details: Prepared according to the method of Example 212, Step F, using 5-((2R,4S)-2-(3-fluorophenyl)-4-hydroxypyrrolidin-1-yl)pyrazolo[1,5-a]pyrimidine-3-carboxylic acid (Example 216, Step B) and methyl amine. The title compound was obtained as a white solid (6.1 mg, 29% yield). MS (apci) m/z=356.1 (M+H). Reactants: FC=1C=C(C=CC1)[C@@H]1N(C[C@H](C1)O)C1=NC=2N(C=C1)N=CC2C(=O)O (5-((2R,4S)-2-(3-fluorophenyl)-4-hydroxypyrrolidin-1-yl)pyrazolo[1,5-a]pyrimidine-3-carboxylic acid), CN (methyl amine).